This data is from the Open Reaction Database (ORD), a public repository of structured organic reaction records. The task is: describe an organic reaction: reactants, conditions, products, and yield The reactants are ClC=1C=C2CCN(C2=CC1)C1=C(C=CC=C1)NC=O (5-chloro-1-(2-formamidophenyl)indoline), P(=O)(Cl)(Cl)Cl (phosphorus oxychloride). Yields the product Cl.ClC=1C=C2CCN3C2=C(C=NC2=C3C=CC=C2)C1 (4-Chloro-1,2-dihydroindolo[1,7-ab][1,5]benzodiazepine hydrochloride). As a reaction SMILES: [Cl:1][C:2]1[CH:3]=[C:4]2[C:8](=[CH:9][CH:10]=1)[N:7]([C:11]1[CH:16]=[CH:15][CH:14]=[CH:13][C:12]=1[NH:17][CH:18]=O)[CH2:6][CH2:5]2.P(Cl)(Cl)(Cl)=O>>[ClH:1].[Cl:1][C:2]1[CH:3]=[C:4]2[C:8]3=[C:9]([CH:10]=1)[CH:18]=[N:17][C:12]1[CH:13]=[CH:14][CH:15]=[CH:16][C:11]=1[N:7]3[CH2:6][CH2:5]2 |f:2.3|. Procedure: A mixture of 9.40 g of 5-chloro-1-(2-formamidophenyl)indoline and 45 ml of phosphorus oxychloride is stirred under nitrogen. After a short time, a purple solution results. While heating this to reflux, a solid precipitates at 60° C. During the early stages of a 6 hour reflux period a solution is obtained again followed by heavy HCl (g) evolution and separation of a solid. The mixture is cooled and 45 ml of hexane is added to give a finely divided purple solid. This is filtered, washed repeatedly... Reactants: FC1=CC=C(C=C1)C1CCNCC1 (4-(4-fluorophenyl)piperidine), C(\C=C\C)#N (crotononitrile). As a reaction SMILES: [F:1][C:2]1[CH:7]=[CH:6][C:5]([CH:8]2[CH2:13][CH2:12][NH:11][CH2:10][CH2:9]2)=[CH:4][CH:3]=1.[C:14](#[N:18])/[CH:15]=[CH:16]/[CH3:17]>CO>[C:14]([CH2:15][CH:16]([N:11]1[CH2:10][CH2:9][CH:8]([C:5]2[CH:6]=[CH:7][C:2]([F:1])=[CH:3][CH:4]=2)[CH2:13][CH2:12]1)[CH3:17])#[N:18]. Reported procedure: A solution of 4-(4-fluorophenyl)piperidine (360 mg, 2 mmol) and crotononitrile (0.33 mL, 4 mmol) in methanol (4 mL) was refluxed for five hours. The solvent was concentrated under vacuum and the residue triturated with hexane/diethyl ether to give the racemic title compound as a solid. Solvent: CO (methanol). The product is C(#N)CC(C)N1CCC(CC1)C1=CC=C(C=C1)F ((+/−)-l-(1-cyano-2-propyl)-4-(4-fluorophenyl)piperidine). Solvent: aqueous solution, C([O-])(O)=O.[Na+] (sodium bicarbonate). Yields the product [N+](=O)([O-])C1=CC=CC=C1 (nitrobenzene). Reactants: CC1=CC(=CC=2C1=CC=CC2C(=O)O[C@@H]3C=C/4C#C[C@]5([C@H](O5)C#C/C=C4/[C@H]3O[C@@H]6[C@@H]([C@H]([C@H]([C@H](O6)C)O)O)NC)[C@H]7COC(=O)O7)OC (neocarzinostatin), [N+](=O)([O-])C1=C(C(=C(C=C1)S(=O)(=O)O)[N+](=O)[O-])[N+](=O)[O-] (trinitrobenzene sulfonic acid), CC1=CC(=CC=2C1=CC=CC2C(=O)O[C@@H]3C=C/4C#C[C@]5([C@H](O5)C#C/C=C4/[C@H]3O[C@@H]6[C@@H]([C@H]([C@H]([C@H](O6)C)O)O)NC)[C@H]7COC(=O)O7)OC (NCS). Procedure details: 20 g of neocarzinostatin (NCS) was dissolved in 5.0 ml of 0.8M aqueous solution of sodium bicarbonate under ice-cooling in the dark. The powdery H-SMA stepwise was added in a total amount of 0.5 g in several times and dissolved thereinto. During the reaction,, the pH of the solution was kept around 8.5. The conversion of such an unreacted primary amino group originating from NCS can be determined by a method (hereinafter referred to as "TNBS" method) in which a small amount of a sample taken out... Reaction SMILES: CC1C2=CC=CC(C(O[C@H]3[C@H](O[C@H]4O[C@H](C)[C@H](O)[C@H](O)[C@H]4NC)C4=CC#C[C@H]5O[C@@]5([C@@H]5OC(=O)OC5)C#CC4=C3)=O)=C2C=C(OC)C=1.[N+:48]([C:51]1[CH:56]=[CH:55][C:54](S(O)(=O)=O)=[C:53]([N+]([O-])=O)[C:52]=1[N+]([O-])=O)([O-:50])=[O:49]>C(=O)(O)[O-].[Na+]>[N+:48]([C:51]1[CH:56]=[CH:55][CH:54]=[CH:53][CH:52]=1)([O-:50])=[O:49] |f:2.3|. Starting materials: COC(=O)c1cccc(C(=O)O)c1, CC#N, Cl, O=C(O)C(F)(F)F, CC(N)CC(=O)N1CCC(O)(c2ccc(Cl)cc2)C(C)(C)C1, O. Yields the product COC(=O)c1cccc(C(=O)NC(C)CC(=O)N2CCC(O)(c3ccc(Cl)cc3)C(C)(C)C2)c1. RXN SMILES: [CH3:24][O:25][C:26](=[O:27])[c:28]1[cH:29][c:30]([C:31](=[O:32])[OH:33])[cH:34][cH:35][cH:36]1.[CH3:45][C:46]#[N:47].[ClH:23].[F:37][C:38]([F:39])([F:40])[C:41]([OH:42])=[O:43].[NH2:1][CH:2]([CH2:3][C:4](=[O:5])[N:6]1[CH2:7][C:8]([CH3:20])([CH3:21])[C:9]([OH:12])([c:13]2[cH:14][cH:15][c:16]([Cl:19])[cH:17][cH:18]2)[CH2:10][CH2:11]1)[CH3:22].[OH2:44]>>[NH:1]([CH:2]([CH2:3][C:4](=[O:5])[N:6]1[CH2:7][C:8]([CH3:20])([CH3:21])[C:9]([OH:12])([c:13]2[cH:14][cH:15][c:16]([Cl:19])[cH:17][cH:18]2)[CH2:10][CH2:11]1)[CH3:22])[C:31]([c:30]1[cH:29][c:28]([C:26]([O:25][CH3:24])=[O:27])[cH:36][cH:35][cH:34]1)=[O:32]. The reactants are C(C(=O)C)C1=C(N2C(C(C2SC1)NC(C(C=1N=C(SC1)NC(C1=CC=CC=C1)(C1=CC=CC=C1)C1=CC=CC=C1)=NOC)=O)=O)C(=O)OC(C1=CC=CC=C1)C1=CC=CC=C1 (3-acetonyl-2-benzhydryloxycarbonyl-7-[2-methoxyimino-2-(2-tritylaminothiazol-4-yl)-acetamido]-8-oxo-5-thia-1-azabicyclo[4.2.0]oct-2-ene), O (water). The solvent is C(=O)O (formic acid). Reaction conditions: temperature 50 celsius, time 15 minute. Yields the product C(C(=O)C)C1=C(N2C(C(C2SC1)NC(C(=NOC)C=1N=C(SC1)N)=O)=O)C(=O)O (3-acetonyl-7-[2-(2-aminothiazol-4-yl)-2-methoxyiminoacetamido]-2-carboxy-8-oxo-5-thia-1-azabicyclo[4.2.0]oct-2-ene). Yield: 51.5%. Reaction SMILES: [CH2:1]([C:5]1[CH2:12][S:11][CH:10]2[N:7]([C:8](=[O:45])[CH:9]2[NH:13][C:14](=[O:44])[C:15](=[N:41][O:42][CH3:43])[C:16]2[N:17]=[C:18]([NH:21]C(C3C=CC=CC=3)(C3C=CC=CC=3)C3C=CC=CC=3)[S:19][CH:20]=2)[C:6]=1[C:46]([O:48]C(C1C=CC=CC=1)C1C=CC=CC=1)=[O:47])[C:2]([CH3:4])=[O:3].O>C(O)=O>[CH2:1]([C:5]1[CH2:12][S:11][CH:10]2[N:7]([C:8](=[O:45])[CH:9]2[NH:13][C:14](=[O:44])[C:15]([C:16]2[N:17]=[C:18]([NH2:21])[S:19][CH:20]=2)=[N:41][O:42][CH3:43])[C:6]=1[C:46]([OH:48])=[O:47])[C:2]([CH3:4])=[O:3]. Procedure: A solution of the syn isomer of 3-acetonyl-2-benzhydryloxycarbonyl-7-[2-methoxyimino-2-(2-tritylaminothiazol-4-yl)-acetamido]-8-oxo-5-thia-1-azabicyclo[4.2.0]oct-2-ene (4.5 g) in formic acid (42 cc) is heated to 50° C. Distilled water (15 cc) is added in the course of 15 minutes and the mixture is stirred for 15 minutes at 50° C. It is filtered and the filtrate is concentrated to dryness under reduced pressure (1 mm Hg; 0.13 kPa) at 20° C. The residue is taken up 3 times in succession with ethan... Reactants: CN (methylamine), CNN1CC(=CC=C1)[N+](=O)[O-] (N-methylamino-3-nitropyridine), ClC1=NC=CC=C1[N+](=O)[O-] (2-chloro-3-nitro-pyridine). The solvent is O1CCCC1 (tetrahydrofuran). Product: Cl.NC=1C(=NC=CC1)NC (3-amino-2(N-methylamino)-pyridine, hydrochloride). As a reaction SMILES: [Cl:1][C:2]1[C:7]([N+:8]([O-])=O)=[CH:6][CH:5]=[CH:4][N:3]=1.CN.[CH3:13][NH:14]N1C=CC=C([N+]([O-])=O)C1>O1CCCC1>[ClH:1].[NH2:8][C:7]1[C:2]([NH:14][CH3:13])=[N:3][CH:4]=[CH:5][CH:6]=1 |f:4.5|. Procedure details: 2-chloro-3-nitro-pyridine (16 g) was dissolved in dry tetrahydrofuran (200 ml). The solution was exposed to gaseous methylamine until the reaction to N-methylamino-3-nitropyridine was completed. The mixture was filtered and the filtrate was evaporated. The yellow residue was dissolved in 96% EtOH (250 ml) and was charged with 5% Pd/C (1 g) and hydrogenated under standard conditions. After completion of the hydrogenation an aqueous solution of hydrochloric acid was added (50 ml,4N), the Pd cataly...